This data is from the Open Reaction Database (ORD), a public repository of structured organic reaction records. The task is: describe an organic reaction: reactants, conditions, products, and yield Starting materials: C(C)(=O)OCC (ethyl acetate), NC=1C2=C(N=CN1)N(C=C2)[C@H]2[C@](O)([C@H](O)[C@H](O2)CO[Si](C)(C)C(C)(C)C)C (4-Amino-7-[5-O-(tert-butyldimethylsilyl)-2-C-methyl-β-D-ribofuranosyl]-7H-pyrrolo[2,3-d]pyrimidine), COC1=CC=C(C=C1)C(C1=CC=CC=C1)(C1=CC=CC=C1)Cl (p-methoxyphenylchlorodiphenylmethane). The reagents and catalysts are CN(C1=CC=NC=C1)C (4-dimethylaminopyridine). The solvent is N1=CC=CC=C1 (pyridine). Reaction conditions: time 20 hour. The product is COC1=CC=C(C=C1)N(C=1C2=C(N=CN1)N(C=C2)[C@H]2[C@](O)([C@H](O)[C@H](O2)CO[Si](C)(C)C(C)(C)C)C)C(C2=CC=CC=C2)C2=CC=CC=C2 (4-(p-Methoxyphenyldiphenylmethylamino)-7-[5-O-(tert-butyldimethylsilyl)-2-C-methyl-β-D-ribofuranosyl]-7H-pyrrolo[2,3-d]pyrimidine). Reaction SMILES: [NH2:1][C:2]1[C:3]2[CH:10]=[CH:9][N:8]([C@@H:11]3[O:17][C@H:16]([CH2:18][O:19][Si:20]([C:23]([CH3:26])([CH3:25])[CH3:24])([CH3:22])[CH3:21])[C@@H:14]([OH:15])[C@@:12]3([CH3:27])[OH:13])[C:4]=2[N:5]=[CH:6][N:7]=1.COC1C=CC([C:36](Cl)([C:43]2[CH:48]=[CH:47][CH:46]=[CH:45][CH:44]=2)[C:37]2[CH:42]=[CH:41][CH:40]=[CH:39][CH:38]=2)=CC=1.[C:50]([O:53][CH2:54][CH3:55])(=O)C>N1C=CC=CC=1.CN(C)C1C=CN=CC=1>[CH3:50][O:53][C:54]1[CH:55]=[CH:9][C:10]([N:1]([CH:36]([C:37]2[CH:42]=[CH:41][CH:40]=[CH:39][CH:38]=2)[C:43]2[CH:44]=[CH:45][CH:46]=[CH:47][CH:48]=2)[C:2]2[C:3]3[CH:10]=[CH:9][N:8]([C@@H:11]4[O:17][C@H:16]([CH2:18][O:19][Si:20]([C:23]([CH3:26])([CH3:25])[CH3:24])([CH3:21])[CH3:22])[C@@H:14]([OH:15])[C@@:12]4([CH3:27])[OH:13])[C:4]=3[N:5]=[CH:6][N:7]=2)=[CH:3][CH:2]=1. Procedure: To a solution of the compound from Step G (394 mg, 1.0 mmol) in anhydrous pyridine (5 mL) was added p-methoxyphenylchlorodiphenylmethane (946 mg, 3.06 mmol) and 4-dimethylaminopyridine (DMAP) (123 mg, 1.0 mmol). The reaction mixture was stirred at room temperature for 20 h. It was then diluted with ethyl acetate (30 mL) and washed with saturated aqueous sodium bicarbonate solution (3×15 mL) followed by water (2×15mL). The organic layer was dried over anhydrous Na2SO4 and concentrated to an oil. ...